Dataset: the Open Reaction Database (ORD), a public repository of structured organic reaction records. Task: describe an organic reaction: reactants, conditions, products, and yield Reactants: [N+](=O)(O)[O-] (Nitric acid), ClC1=CC2=C(OC3=C([C@H]4N2CCC[C@H]4NC(C(F)(F)F)=O)C=CC=C3)C=C1 (trans-N-(7-chloro-2,3,4,14b-tetrahydro-1H-dibenzo[b,f]pyrido[1,2-d][1,4]oxazepin-1-yl)-2,2,2-trifluoroacetamide). Run in C(Cl)Cl (CH2Cl2). Yields the product ClC1=CC2=C(OC3=C([C@H]4N2CCC[C@H]4NC(C(F)(F)F)=O)C=CC=C3)C=C1[N+](=O)[O-] (trans-N-(7-chloro-8-nitro-2,3,4,14b-tetrahydro-1H-dibenzo[b,f]pyrido[1,2-d][1,4]oxazepin-1-yl)-2,2,2-trifluoroacetamide). Yield: 93.5%. RXN SMILES: [N+:1]([O-:4])(O)=[O:2].[Cl:5][C:6]1[CH:31]=[CH:30][C:9]2[O:10][C:11]3[CH:29]=[CH:28][CH:27]=[CH:26][C:12]=3[C@@H:13]3[C@H:18]([NH:19][C:20](=[O:25])[C:21]([F:24])([F:23])[F:22])[CH2:17][CH2:16][CH2:15][N:14]3[C:8]=2[CH:7]=1>C(Cl)Cl>[Cl:5][C:6]1[C:31]([N+:1]([O-:4])=[O:2])=[CH:30][C:9]2[O:10][C:11]3[CH:29]=[CH:28][CH:27]=[CH:26][C:12]=3[C@@H:13]3[C@H:18]([NH:19][C:20](=[O:25])[C:21]([F:24])([F:23])[F:22])[CH2:17][CH2:16][CH2:15][N:14]3[C:8]=2[CH:7]=1. Reported procedure: Nitric acid (50 μL, 1.10 mmol) was added at 0° C. to a suspension of trans-N-(7-chloro-2,3,4,14b-tetrahydro-1H-dibenzo[b,f]pyrido[1,2-d][1,4]oxazepin-1-yl)-2,2,2-trifluoroacetamide (210 mg, 0.53 mmol) in 4 mL of CH2Cl2. After stirring the mixture was extracted with ethyl acetate and the organic layer was washed with 5% aq. sodium bicarbonate, dried (Na2SO4) and evaporated to give trans-N-(7-chloro-8-nitro-2,3,4,14b-tetrahydro-1H-dibenzo[b,f]pyrido[1,2-d][1,4]oxazepin-1-yl)-2,2,2-trifluoroacetami...